This data is from the Open Reaction Database (ORD), a public repository of structured organic reaction records. The task is: describe an organic reaction: reactants, conditions, products, and yield The reactants are CN(C)C=O, CCN(C(C)C)C(C)C, CC1(C)C(=O)Nc2cc(N)ccc21, O=S1(=O)CCCN1c1cccc(-c2ccc3cnc(O)nn23)c1. The product is CC1(C)C(=O)Nc2cc(Nc3ncc4ccc(-c5cccc(N6CCCS6(=O)=O)c5)n4n3)ccc21. Reaction SMILES: [CH3:33][N:34]([CH3:35])[CH:36]=[O:37].[CH:24]([N:25]([CH2:26][CH3:27])[CH:28]([CH3:29])[CH3:30])([CH3:31])[CH3:32].[NH2:38][c:39]1[cH:40][cH:41][c:42]2[c:46]([cH:47]1)[NH:45][C:44](=[O:48])[C:43]2([CH3:49])[CH3:50].[O:1]=[S:2]1(=[O:23])[N:3]([c:7]2[cH:8][c:9](-[c:13]3[cH:14][cH:15][c:16]4[cH:17][n:18][c:19]([OH:22])[n:20][n:21]34)[cH:10][cH:11][cH:12]2)[CH2:4][CH2:5][CH2:6]1>>[O:1]=[S:2]1(=[O:23])[N:3]([c:7]2[cH:8][c:9](-[c:13]3[cH:14][cH:15][c:16]4[cH:17][n:18][c:19]([NH:38][c:39]5[cH:40][cH:41][c:42]6[c:46]([cH:47]5)[NH:45][C:44](=[O:48])[C:43]6([CH3:49])[CH3:50])[n:20][n:21]34)[cH:10][cH:11][cH:12]2)[CH2:4][CH2:5][CH2:6]1. Isolated yield 68.5%. Solvent: O1CCCC1 (tetrahydrofuran), O1CCCC1 (tetrahydrofuran). Yields the product N(=[N+]=[N-])C1C(N(CC1[C@H]1N(C[C@@H](C1)O[Si](C)(C)C(C)(C)C)C(=O)OC(C)(C)C)C(=O)OC(C)(C)C)=O ((2S,4R)-2-(3-azido-N-tert-butoxycarbonyl-2-pyrrolidon-4-yl)-N-tert-butoxycarbonyl-4-(tert-butyldimethylsiloxy)pyrrolidine). As a reaction SMILES: C([Li])CCC.C(NC(C)C)(C)C.[C:13]([O:17][C:18]([N:20]1[CH2:24][C@H:23]([O:25][Si:26]([C:29]([CH3:32])([CH3:31])[CH3:30])([CH3:28])[CH3:27])[CH2:22][C@H:21]1[CH:33]1[CH2:37][N:36]([C:38]([O:40][C:41]([CH3:44])([CH3:43])[CH3:42])=[O:39])[C:35](=[O:45])[CH2:34]1)=[O:19])([CH3:16])([CH3:15])[CH3:14].C1(C)C=CC(S([N:55]=[N+:56]=[N-:57])(=O)=O)=CC=1.C[Si](Cl)(C)C>O1CCCC1>[N:55]([CH:34]1[CH:33]([C@@H:21]2[CH2:22][C@@H:23]([O:25][Si:26]([C:29]([CH3:32])([CH3:31])[CH3:30])([CH3:28])[CH3:27])[CH2:24][N:20]2[C:18]([O:17][C:13]([CH3:14])([CH3:15])[CH3:16])=[O:19])[CH2:37][N:36]([C:38]([O:40][C:41]([CH3:44])([CH3:43])[CH3:42])=[O:39])[C:35]1=[O:45])=[N+:56]=[N-:57]. Procedure details: 1.6M n-butyllithium (2.5 ml, 4 mmol) was dropwise added to a solution of diisopropylamine (0.64 ml, 4.6 mmol) in tetrahydrofuran (40 ml) under a nitrogen stream at -78° C. and the reaction solution was stirred for 45 minutes. A solution of (2S,4R)-N-tert-butoxycarbonyl-4-tert-butyldimethylsiloxy-2-(N-tert-butoxycarbonyl-2-pyrrolidon-4-yl)pyrrolidine (986 mg, 2 mmol, compound of Reference Example 5-1) in tetrahydrofuran (10 ml) was dropwise added to this solution, and the mixture was stirred at t... Run at time 45 minute. The reactants are C(C)(C)(C)OC(=O)N1[C@@H](C[C@H](C1)O[Si](C)(C)C(C)(C)C)C1CC(N(C1)C(=O)OC(C)(C)C)=O ((2S,4R)-N-tert-butoxycarbonyl-4-tert-butyldimethylsiloxy-2-(N-tert-butoxycarbonyl-2-pyrrolidon-4-yl)pyrrolidine), C1(=CC=C(C=C1)S(=O)(=O)N=[N+]=[N-])C (p-toluenesulfonyl azide), C[Si](C)(C)Cl (trimethylsilyl chloride), C(CCC)[Li] (n-butyllithium), C(C)(C)NC(C)C (diisopropylamine). Reactants: N1C=C(C2=CC=CC=C12)CCCNCCOC1=C(C(=CC=C1)N)N (3-{2-[3-(1H-indol-3-yl)-propylamino]-ethoxy}-benzene-1,2-diamine), C(=O)O (formic acid). Reaction conditions: temperature 104 celsius, time 8 hour. Product: N1=CNC2=C1C=CC=C2OCCNCCCC2=CNC1=CC=CC=C21 ([2-(3H-Benzoimidazol-4-yloxy)-ethyl]-[3-(1H-indol-3-yl)-propyl]-amine). RXN SMILES: [NH:1]1[C:9]2[C:4](=[CH:5][CH:6]=[CH:7][CH:8]=2)[C:3]([CH2:10][CH2:11][CH2:12][NH:13][CH2:14][CH2:15][O:16][C:17]2[CH:22]=[CH:21][CH:20]=[C:19]([NH2:23])[C:18]=2[NH2:24])=[CH:2]1.[CH:25](O)=O>>[N:23]1[C:19]2[CH:20]=[CH:21][CH:22]=[C:17]([O:16][CH2:15][CH2:14][NH:13][CH2:12][CH2:11][CH2:10][C:3]3[C:4]4[C:9](=[CH:8][CH:7]=[CH:6][CH:5]=4)[NH:1][CH:2]=3)[C:18]=2[NH:24][CH:25]=1. Procedure: A solution of 3-{2-[3-(1H-indol-3-yl)-propylamino]-ethoxy}-benzene-1,2-diamine (0.75 g, 2.3 mmol) dissolved in 15 ml formic acid (98%) was heated to 104° C. for 6 hours. Upon standing overnight at 25° C., the excess formic acid was removed by vacuum distillaton. Water (100 ml) and ethyl acetate (100 ml) was added thereto. The ethyl acetate layer was separated and washed once with water (50 ml), once with brine (75 ml) and dried over anhydrous magnesium sulfate. Concentration of the solvent gave ... Starting materials: CCc1ccc(F)c(Br)c1, C1CCOC1, [Li]CCCC, CC(C)NC(C)C, CN(C)C=O. Product: CCc1cc(Br)c(F)c(C=O)c1. RXN SMILES: [Br:13][c:14]1[c:15]([F:22])[cH:16][cH:17][c:18]([CH2:20][CH3:21])[cH:19]1.[CH2:28]1[O:29][CH2:30][CH2:31][CH2:32]1.[CH3:8][CH2:9][CH2:10][CH2:11][Li:12].[CH:1]([NH:2][CH:3]([CH3:4])[CH3:5])([CH3:6])[CH3:7].[O:23]=[CH:24][N:25]([CH3:26])[CH3:27]>>[Br:13][c:14]1[c:15]([F:22])[c:16]([CH:24]=[O:23])[cH:17][c:18]([CH2:20][CH3:21])[cH:19]1. Reactants: O(C1=CC=CC=C1)CCBr (2-phenoxyethyl bromide), OC=1C=C2C=CNC2=CC1 (5-hydroxyindole). The product is O(C1=CC=CC=C1)CCOC=1C=C2C=CNC2=CC1 (5-(2-Phenoxyethyloxy)indole). As a reaction SMILES: [O:1]([CH2:8][CH2:9]Br)[C:2]1[CH:7]=[CH:6][CH:5]=[CH:4][CH:3]=1.[OH:11][C:12]1[CH:13]=[C:14]2[C:18](=[CH:19][CH:20]=1)[NH:17][CH:16]=[CH:15]2>>[O:1]([CH2:8][CH2:9][O:11][C:12]1[CH:13]=[C:14]2[C:18](=[CH:19][CH:20]=1)[NH:17][CH:16]=[CH:15]2)[C:2]1[CH:7]=[CH:6][CH:5]=[CH:4][CH:3]=1. Procedure details: The title compound was prepared by a method analogous to that described in Example 1 from 2-phenoxyethyl bromide and 5-hydroxyindole. MS ES (MH+)=254. The reactants are C(C)(CC)[Li] (sec-Butyllithium), BrC=1C=CC=C2C=CC=NC12 (8-bromoquinoline), CN(C=O)C (dimethylformamide). Solvent: O1CCCC1 (tetrahydrofuran). Conditions: temperature -78 celsius, time 10 minute. The product is N1=CC=CC2=CC=CC(=C12)C=O (quinoline-8-carboxaldehyde). The yield is 58.3%. RXN SMILES: C([Li])(CC)C.Br[C:7]1[CH:8]=[CH:9][CH:10]=[C:11]2[C:16]=1[N:15]=[CH:14][CH:13]=[CH:12]2.CN(C)[CH:19]=[O:20]>O1CCCC1>[N:15]1[C:16]2[C:11](=[CH:10][CH:9]=[CH:8][C:7]=2[CH:19]=[O:20])[CH:12]=[CH:13][CH:14]=1. Procedure: sec-Butyllithium (1.4 M in cyclohexane, 5.0 ml, 7.0 mmol) is added dropwise to a stirred solution of 8-bromoquinoline (1.29 g, 6.22 mmol) and anhydrous tetrahydrofuran (22 ml) at −78° C. under nitrogen. The reaction is then stirred at −78° C. for 10 min and then dimethylformamide (2.5 ml, 32.3 mmol) is added. The reaction is then stirred for 10 min at −78° C. and then quenched with water. The reaction is poured into saturated sodium bicarbonate (100 ml) and extracted with ethyl acetate (100 ml×3... The product is C(CCC)OC=1C=C(C=CC1CCCC1=CC(=C(C=C1)OS(=O)(=O)C)OC)CCC(=O)O (3-{3-butoxy-4-[3-(4-methanesulfonyloxy-3-methoxyphenyl)propyl]phenyl}propanoic acid). RXN SMILES: [CH2:1]([O:5][C:6]1[CH:7]=[C:8]([CH2:28][CH2:29][C:30]([O:32]C)=[O:31])[CH:9]=[CH:10][C:11]=1[CH2:12][CH2:13][CH2:14][C:15]1[CH:20]=[CH:19][C:18]([O:21][S:22]([CH3:25])(=[O:24])=[O:23])=[C:17]([O:26][CH3:27])[CH:16]=1)[CH2:2][CH2:3][CH3:4].[OH-].[Li+].O.C(O)(=O)C>O1CCCC1>[CH2:1]([O:5][C:6]1[CH:7]=[C:8]([CH2:28][CH2:29][C:30]([OH:32])=[O:31])[CH:9]=[CH:10][C:11]=1[CH2:12][CH2:13][CH2:14][C:15]1[CH:20]=[CH:19][C:18]([O:21][S:22]([CH3:25])(=[O:23])=[O:24])=[C:17]([O:26][CH3:27])[CH:16]=1)[CH2:2][CH2:3][CH3:4] |f:1.2|. Run at time 15 hour. Run in O1CCCC1 (tetrahydrofuran). Yield: 82.7%. Reactants: C(CCC)OC=1C=C(C=CC1CCCC1=CC(=C(C=C1)OS(=O)(=O)C)OC)CCC(=O)OC (methyl 3-{3-butoxy-4-[3-(4-methanesulfonyloxy-3-methoxyphenyl)propyl]phenyl}propanoate), O (water), C(C)(=O)O (acetic acid), [OH-].[Li+] (lithium hydroxide). Reported procedure: 600 mg (1.25 mmol) of methyl 3-{3-butoxy-4-[3-(4-methanesulfonyloxy-3-methoxyphenyl)propyl]phenyl}propanoate are dissolved in 10 ml of tetrahydrofuran and 1.8 ml (1.8 mmol) of aqueous 1N lithium hydroxide solution are then added. The reaction medium is stirred for 15 hours at room temperature. After addition of water and acidification with acetic acid, the reaction medium is extracted with ethyl acetate. The organic phases are combined, dried over sodium sulfate, filtered and evaporated. The res... Reactants: CN, Fc1ccc(Br)cc1COCC=CCBr, C1CCOC1. The product is CNCC=CCOCc1cc(Br)ccc1F. Reaction SMILES: [CH3:16][NH2:17].[F:1][c:2]1[c:3]([CH2:4][O:5][CH2:6][CH:7]=[CH:8][CH2:9][Br:10])[cH:11][c:12]([Br:15])[cH:13][cH:14]1.[O:18]1[CH2:19][CH2:20][CH2:21][CH2:22]1>>[F:1][c:2]1[c:3]([CH2:4][O:5][CH2:6][CH:7]=[CH:8][CH2:9][NH:17][CH3:16])[cH:11][c:12]([Br:15])[cH:13][cH:14]1.